This data is from the Open Reaction Database (ORD), a public repository of structured organic reaction records. The task is: describe an organic reaction: reactants, conditions, products, and yield The reactants are Cc1ccccc1, O=CO, CCCCCC1COC(C2CCC(c3ccc(C4CCC5(CC4)OCCO5)c(F)c3)CC2)OC1. Yields the product CCCCCC1COC(C2CCC(c3ccc(C4CCC(=O)CC4)c(F)c3)CC2)OC1. Reaction SMILES: [CH3:38][c:39]1[cH:40][cH:41][cH:42][cH:43][cH:44]1.[CH:35]([OH:36])=[O:37].[F:1][c:2]1[c:3]([CH:25]2[CH2:26][CH2:27][C:28]3([O:29][CH2:32][CH2:31][O:30]3)[CH2:33][CH2:34]2)[cH:4][cH:5][c:6]([CH:8]2[CH2:9][CH2:10][CH:11]([CH:14]3[O:15][CH2:16][CH:17]([CH2:20][CH2:21][CH2:22][CH2:23][CH3:24])[CH2:18][O:19]3)[CH2:12][CH2:13]2)[cH:7]1>>[F:1][c:2]1[c:3]([CH:25]2[CH2:26][CH2:27][C:28](=[O:29])[CH2:33][CH2:34]2)[cH:4][cH:5][c:6]([CH:8]2[CH2:9][CH2:10][CH:11]([CH:14]3[O:15][CH2:16][CH:17]([CH2:20][CH2:21][CH2:22][CH2:23][CH3:24])[CH2:18][O:19]3)[CH2:12][CH2:13]2)[cH:7]1. The reactants are C1CCOC1, C#CC=O, CC(C)c1nc(-c2ccc(F)cc2)c(-c2ccc(F)cc2)[nH]1. Product: CC(C)c1nc(-c2ccc(F)cc2)c(-c2ccc(F)cc2)n1C=CC=O. As a reaction SMILES: [CH2:27]1[O:28][CH2:29][CH2:30][CH2:31]1.[CH:23]([C:24]#[CH:25])=[O:26].[F:1][c:2]1[cH:3][cH:4][c:5](-[c:8]2[n:9][c:10]([CH:20]([CH3:21])[CH3:22])[nH:11][c:12]2-[c:13]2[cH:14][cH:15][c:16]([F:19])[cH:17][cH:18]2)[cH:6][cH:7]1>>[F:1][c:2]1[cH:3][cH:4][c:5](-[c:8]2[n:9]([CH:25]=[CH:24][CH:23]=[O:26])[c:10]([CH:20]([CH3:21])[CH3:22])[n:11][c:12]2-[c:13]2[cH:14][cH:15][c:16]([F:19])[cH:17][cH:18]2)[cH:6][cH:7]1. Starting materials: c1(ccccc1)CN, C([BH2-])#N.[Na+], C1CN(C[C@@H](C1=O)O)S(=O)(=O)C. Reagents/catalysts: c1ccc(cc1)-c2c3ccccc3cc4ccccc24 (9-Phenylanthracene). Run at temperature 25 celsius, time 18 hour. Product: CS(=O)(=O)N1CC[C@@H](N)[C@@H](O)C1. As a reaction SMILES: [CH3:1][S:2]([N:5]1[CH2:11][C@H:9]([OH:10])[C:8](=O)[CH2:7][CH2:6]1)(=[O:4])=[O:3].[NH2:12]Cc1ccccc1.[Na+].[BH3-]C#N>>[CH3:1][S:2]([N:5]1[CH2:11][C@H:9]([OH:10])[C@H:8]([NH2:12])[CH2:7][CH2:6]1)(=[O:4])=[O:3].